This data is from the Open Reaction Database (ORD), a public repository of structured organic reaction records. The task is: describe an organic reaction: reactants, conditions, products, and yield Reactants: CO, COc1cnc2cc([N+](=O)[O-])ccc2n1, [Cl-], [Fe], [NH4+]. Yields the product COc1cnc2cc(N)ccc2n1. As a reaction SMILES: [CH3:19][OH:20].[CH3:1][O:2][c:3]1[n:4][c:5]2[cH:6][cH:7][c:8]([N+:13]([O-:14])=[O:15])[cH:9][c:10]2[n:11][cH:12]1.[Cl-:16].[Fe:18].[NH4+:17]>>[CH3:1][O:2][c:3]1[n:4][c:5]2[cH:6][cH:7][c:8]([NH2:13])[cH:9][c:10]2[n:11][cH:12]1. The reactants are [OH-].[Na+] (Sodium hydroxide), COC(C(CC(=O)C1=CC=C(C=C1)C1=CC=C(C=C1)C1=CC=CC2=C1OC1=C2C=CC=C1)CC1=CC(=CC=C1)C(F)(F)F)=O (methyl-4-(4′-dibenzofuran-4-ylbiphen-4-yl)-4-oxo-2-(3-trifluoromethy-benzyl)butyrate), Cl (hydrochloric acid). The solvent is O1CCCC1 (tetrahydrofuran), CO (methanol), O (water). The product is C1=CC=C(C=2OC3=C(C21)C=CC=C3)C3=CC=C(C2=CC=C(C=C2)C(CC(C(=O)O)CC2=CC(=CC=C2)C(F)(F)F)=O)C=C3 (4-(4′-Dibenzofuran-4-ylbiphen-4-yl)-4-oxo-2-(3-trifluoromethybenzyl)butyric acid). RXN SMILES: [OH-].[Na+].C[O:4][C:5](=[O:46])[CH:6]([CH2:35][C:36]1[CH:41]=[CH:40][CH:39]=[C:38]([C:42]([F:45])([F:44])[F:43])[CH:37]=1)[CH2:7][C:8]([C:10]1[CH:15]=[CH:14][C:13]([C:16]2[CH:21]=[CH:20][C:19]([C:22]3[C:27]4[O:28][C:29]5[CH:34]=[CH:33][CH:32]=[CH:31][C:30]=5[C:26]=4[CH:25]=[CH:24][CH:23]=3)=[CH:18][CH:17]=2)=[CH:12][CH:11]=1)=[O:9].Cl>O1CCCC1.CO.O>[CH:25]1[C:26]2[C:30]3[CH:31]=[CH:32][CH:33]=[CH:34][C:29]=3[O:28][C:27]=2[C:22]([C:19]2[CH:18]=[CH:17][C:16]([C:13]3[CH:12]=[CH:11][C:10]([C:8](=[O:9])[CH2:7][CH:6]([CH2:35][C:36]4[CH:41]=[CH:40][CH:39]=[C:38]([C:42]([F:43])([F:44])[F:45])[CH:37]=4)[C:5]([OH:46])=[O:4])=[CH:15][CH:14]=3)=[CH:21][CH:20]=2)=[CH:23][CH:24]=1 |f:0.1|. Procedure details: 2 N Sodium hydroxide solution (1 mL) was added dropwise to a stirred solution of methyl-4-(4′-dibenzofuran-4-ylbiphen-4-yl)-4-oxo-2-(3-trifluoromethy-benzyl)butyrate (220 mg) in tetrahydrofuran (5 mL) and methanol (2 mL). The clear reaction mixture was stirred at room temperature until the reaction was complete (TLC control), and then diluted with water (5 mL), and acidified to pH 3 with 2N hydrochloric acid. The reaction mixture was extracted with ethyl acetate (2×20 mL). The combined organic e... Reactants: N([C@@H](CCC(OC(C)(C)C)=O)C(=O)N[C@@H](CC(OC(C)(C)C)=O)C(=O)N[C@@H](CCC(OC(C)(C)C)=O)C(=O)N[C@@H](COC(C)(C)C)C(=O)OC(C)(C)C)C(=O)OCC1=CC=CC=C1 (Z-Glu(OtBu)-Asp(OtBu)-Glu(OtBu)-Ser(tBu)-OtBu). Reagents/catalysts: [Pd] (palladium-on-carbon). Solvent: CO (methanol). Product: N[C@@H](CCC(OC(C)(C)C)=O)C(=O)N[C@@H](CC(OC(C)(C)C)=O)C(=O)N[C@@H](CCC(OC(C)(C)C)=O)C(=O)N[C@@H](COC(C)(C)C)C(=O)OC(C)(C)C (H-Glu(OtBu)-Asp(OtBu)-Glu(OtBu)-Ser(tBu)-OtBu). The yield is 95.0%. Reaction SMILES: [NH:1](C(OCC1C=CC=CC=1)=O)[C@H:2]([C:12]([NH:14][C@H:15]([C:24]([NH:26][C@H:27]([C:37]([NH:39][C@H:40]([C:47]([O:49][C:50]([CH3:53])([CH3:52])[CH3:51])=[O:48])[CH2:41][O:42][C:43]([CH3:46])([CH3:45])[CH3:44])=[O:38])[CH2:28][CH2:29][C:30](=[O:36])[O:31][C:32]([CH3:35])([CH3:34])[CH3:33])=[O:25])[CH2:16][C:17](=[O:23])[O:18][C:19]([CH3:22])([CH3:21])[CH3:20])=[O:13])[CH2:3][CH2:4][C:5](=[O:11])[O:6][C:7]([CH3:10])([CH3:9])[CH3:8]>[Pd].CO>[NH2:1][C@H:2]([C:12]([NH:14][C@H:15]([C:24]([NH:26][C@H:27]([C:37]([NH:39][C@H:40]([C:47]([O:49][C:50]([CH3:53])([CH3:52])[CH3:51])=[O:48])[CH2:41][O:42][C:43]([CH3:46])([CH3:45])[CH3:44])=[O:38])[CH2:28][CH2:29][C:30](=[O:36])[O:31][C:32]([CH3:34])([CH3:35])[CH3:33])=[O:25])[CH2:16][C:17](=[O:23])[O:18][C:19]([CH3:20])([CH3:21])[CH3:22])=[O:13])[CH2:3][CH2:4][C:5](=[O:11])[O:6][C:7]([CH3:10])([CH3:9])[CH3:8]. Procedure: A solution of 12.5 g. (14 mmoles) of Z-28-31-OtBu in 250 ml. of methanol is hydrogenated for 0.5 hours in the presence of 1.8 g. of palladium-on-carbon. The catalyst is removed by filtration, and the filtrate is evaporated to dryness. The solid residue is triturated with n-hexane, and the mixture is filtered. 10.09 g. (95 %) of H-28-31-OtBu are obtained. M.p.: 130°-140° C, Rf11 = 0.25. Reactants: C1(C=CC(N1C=1C=C(C(=O)ON2C(CCC2=O)=O)C=CC1)=O)=O (N-(m-maleimidobenzoyloxy)succinimide), C(C)(=O)SCCCCCC(C(=O)O)CCC (7-acetylthio-2-propylheptanoic acid), C1(C=CC(N1C=1C=C(C(=O)ON2C(CCC2=O)=O)C=CC1)=O)=O (m-MBS). Run in P(=O)([O-])([O-])[O-] (phosphate), P(=O)([O-])([O-])[O-] (phosphate), O1CCOCC1 (dioxane). Conditions: time 3 hour. The product is SCCCCCC(C(=O)O)CCC (7-mercapto-2-propylheptanoic acid). RXN SMILES: C([S:4][CH2:5][CH2:6][CH2:7][CH2:8][CH2:9][CH:10]([CH2:14][CH2:15][CH3:16])[C:11]([OH:13])=[O:12])(=O)C.C1(=O)N(C2C=C(C=CC=2)C(ON2C(=O)CCC2=O)=O)C(=O)C=C1>P([O-])([O-])([O-])=O.O1CCOCC1>[SH:4][CH2:5][CH2:6][CH2:7][CH2:8][CH2:9][CH:10]([CH2:14][CH2:15][CH3:16])[C:11]([OH:13])=[O:12]. Reported procedure: A solution of 7-mercapto-2-propylheptanoic acid(prepared in Example 2, 150 mg) in 0.1 M phosphate buffer (pH 7.0,10 ml) was added to a solution of BSA(350 mg) in 0.1 M phosphate buffer (pH 7.0,30 ml) in an argon atmosphere. To the solution was added slowly a solution of N-(m-maleimidobenzoyloxy)succinimide (hereinafter referred to as m-MBS, 150 mg) in dioxane (10 ml). The mixture was stirred for 3 hours at ambient temperature, and dialyzed overnight against running water. The dialized solution w... Reactants: ice water, NC1=CC2=C(N=C(N2)S)C=C1 (5-amino-2-mercaptobenzimidazole), N1=CC=CC=C1 (pyridine), ClC(=O)OC1=CC=CC=C1 (phenyl chloroformate). Run in CN(C(C)=O)C (N,N-dimethylacetamide). Run at time 1.5 hour. The product is SC=1NC2=C(N1)C=CC(=C2)NC(=O)OC2=CC=CC=C2 (2-mercapto-5-phenoxycarbonylaminobenzimidazole). The yield is 76.1%. As a reaction SMILES: [NH2:1][C:2]1[CH:11]=[CH:10][C:5]2[N:6]=[C:7]([SH:9])[NH:8][C:4]=2[CH:3]=1.N1C=CC=CC=1.Cl[C:19]([O:21][C:22]1[CH:27]=[CH:26][CH:25]=[CH:24][CH:23]=1)=[O:20]>CN(C)C(=O)C>[SH:9][C:7]1[NH:8][C:4]2[CH:3]=[C:2]([NH:1][C:19]([O:21][C:22]3[CH:27]=[CH:26][CH:25]=[CH:24][CH:23]=3)=[O:20])[CH:11]=[CH:10][C:5]=2[N:6]=1. Reported procedure: 36.6 g of 5-amino-2-mercaptobenzimidazole and 17.1 ml of pyridine were added to 250 ml of N,N-dimethylacetamide. 34.4 g of phenyl chloroformate was added dropwise to the admixture at room temperature. The admixture was then stirred at room temperature for 1.5 hours. The solution was added to 1.5 l of ice water. The resulting crystal was filtered off. The crystal was recrystallized from acetonitrile to obtain 47.7 g of 2-mercapto-5-phenoxycarbonylaminobenzimidazole.